From a dataset of the Open Reaction Database (ORD), a public repository of structured organic reaction records. describe an organic reaction: reactants, conditions, products, and yield The reactants are COC(=O)C=1C=C(NC(C=COCC)=O)C=CC1 (m-methoxycarbonyl-N-(β-ethoxyacryloyl)aniline). Run in S(O)(O)(=O)=O (sulfuric acid), ice water. Reaction conditions: time 2 hour. The product is COC(=O)C1=C2C=CC(NC2=CC=C1)=O (5-methoxycarbonylcarbostyril). As a reaction SMILES: [CH3:1][O:2][C:3]([C:5]1[CH:6]=[C:7]([CH:16]=[CH:17][CH:18]=1)[NH:8][C:9](=[O:15])[CH:10]=[CH:11]OCC)=[O:4]>S(=O)(=O)(O)O>[CH3:1][O:2][C:3]([C:5]1[CH:18]=[CH:17][CH:16]=[C:7]2[C:6]=1[CH:11]=[CH:10][C:9](=[O:15])[NH:8]2)=[O:4]. Procedure: 10 Grams of m-methoxycarbonyl-N-(β-ethoxyacryloyl)aniline was added to 100 ml of concentrated sulfuric acid gradually, and this mixture was stirred at a room temperature for 2 hours, then at 45° C. for 4 hours. The reaction mixture was poured in ice-water, and the precipitated crystals were collected by filtration and were washed with water. Thus obtained crude crystals were recrystallized from methanol-chloroform to obtain 6.97 g of 5-methoxycarbonylcarbostyril. The reactants are CC(=O)O[BH-](OC(C)=O)OC(C)=O, C1CCNCC1, ClCCl, CC(=O)O, Cl, O=Cc1ccc(F)c([N+](=O)[O-])c1, [Na+]. Yields the product O=[N+]([O-])c1cc(CN2CCCCC2)ccc1F. As a reaction SMILES: [C:23]([O:24][BH-:25]([O:26][C:27](=[O:28])[CH3:29])[O:30][C:31](=[O:32])[CH3:33])(=[O:34])[CH3:35].[CH2:17]1[CH2:18][CH2:19][NH:20][CH2:21][CH2:22]1.[CH2:38]([Cl:39])[Cl:40].[CH3:13][C:14](=[O:15])[OH:16].[ClH:37].[F:1][c:2]1[c:3]([N+:10](=[O:11])[O-:12])[cH:4][c:5]([CH:6]=[O:7])[cH:8][cH:9]1.[Na+:36]>>[F:1][c:2]1[c:3]([N+:10](=[O:11])[O-:12])[cH:4][c:5]([CH2:6][N:20]2[CH2:19][CH2:18][CH2:17][CH2:22][CH2:21]2)[cH:8][cH:9]1.